Dataset: the Open Reaction Database (ORD), a public repository of structured organic reaction records. Task: describe an organic reaction: reactants, conditions, products, and yield Reactants: N1=CC(=CC=C1)NC(=O)C1=CC=C(C=2OC3=C(C21)C=CC=C3)OCC3CC3 (N-(pyrid-3-yl)-4-cyclopropylmethoxy-dibenzo[b,d]furan-1-carboxamide), ClC1=CC(=CC=C1)C(=O)OO (m-chloroperbenzoic acid). The solvent is C(Cl)(Cl)Cl (chloroform). Conditions: time 12 hour. Product: N1=CC(=CC=C1)[NH+](C(=O)C1=CC=C(C=2OC3=C(C21)C=CC=C3)OCC3CC3)[O-] (N-(pyrid-3-yl)-4-cyclopropylmethoxy-dibenzo[b,d]furan-1-carboxamide-N-oxide). Yield: 57.6%. RXN SMILES: [N:1]1[CH:6]=[CH:5][CH:4]=[C:3]([NH:7][C:8]([C:10]2[C:18]3[C:17]4[CH:19]=[CH:20][CH:21]=[CH:22][C:16]=4[O:15][C:14]=3[C:13]([O:23][CH2:24][CH:25]3[CH2:27][CH2:26]3)=[CH:12][CH:11]=2)=[O:9])[CH:2]=1.ClC1C=CC=C(C(OO)=[O:36])C=1>C(Cl)(Cl)Cl>[N:1]1[CH:6]=[CH:5][CH:4]=[C:3]([NH+:7]([O-:36])[C:8]([C:10]2[C:18]3[C:17]4[CH:19]=[CH:20][CH:21]=[CH:22][C:16]=4[O:15][C:14]=3[C:13]([O:23][CH2:24][CH:25]3[CH2:27][CH2:26]3)=[CH:12][CH:11]=2)=[O:9])[CH:2]=1. Procedure: A suspension of N-(pyrid-3-yl)-4-cyclopropylmethoxy-dibenzo[b,d]furan-1-carboxamide (15 mg, 0.139 mmol) (example 30) and m-chloroperbenzoic acid (50-55%) (120 mg, 0.698 mmol) in chloroform (10 ml) was stirred at room temperature for 12 h. The reaction contents were washed with saturated sodium bicarbonate and water. The organic solvent was distilled of in vacuo and the residue was purified by column chromatography using 40% acetone-chloroform as the eluent to give 30 mg of N-(pyrid-3-yl)-4-cyclo... Product: OB(c1c(F)c(F)c(F)c(F)c1F)c1c(F)c(F)c(F)c(F)c1F. RXN SMILES: [CH3:36][c:37]1[cH:38][cH:39][cH:40][cH:41][cH:42]1.[F:2][c:3]1[c:4]([F:35])[c:5]([F:34])[c:6]([F:33])[c:7]([F:32])[c:8]1[B:9]([c:10]1[c:11]([F:20])[c:12]([F:19])[c:13]([F:18])[c:14]([F:17])[c:15]1[F:16])[c:21]1[c:22]([F:23])[c:24]([F:25])[c:26]([F:27])[c:28]([F:29])[c:30]1[F:31].[OH2:1]>>[OH:1][B:9]([c:8]1[c:3]([F:2])[c:4]([F:35])[c:5]([F:34])[c:6]([F:33])[c:7]1[F:32])[c:10]1[c:11]([F:20])[c:12]([F:19])[c:13]([F:18])[c:14]([F:17])[c:15]1[F:16]. Reactants: Cc1ccccc1, Fc1c(F)c(F)c(B(c2c(F)c(F)c(F)c(F)c2F)c2c(F)c(F)c(F)c(F)c2F)c(F)c1F, O. Reactants: COc1ccc2c(c1)CCC1C2CCC2(C)C(=O)CCC12, COc1ccc(P2(=S)SP(=S)(c3ccc(OC)cc3)S2)cc1, ClCCl, C1CCOC1. The product is COc1ccc2c(c1)CCC1C2CCC2(C)C(=S)CCC12. As a reaction SMILES: [CH3:1][O:2][c:3]1[cH:4][c:5]2[c:18]([cH:19][cH:20]1)[CH:17]1[CH:8]([CH2:7][CH2:6]2)[CH:9]2[CH2:10][CH2:11][C:12](=[O:21])[C:13]2([CH3:14])[CH2:15][CH2:16]1.[CH3:22][O:23][c:24]1[cH:25][cH:26][c:27]([P:28]2(=[S:31])[S:29][P:30]([c:32]3[cH:33][cH:34][c:35]([O:36][CH3:37])[cH:38][cH:39]3)(=[S:40])[S:41]2)[cH:42][cH:43]1.[Cl:49][CH2:50][Cl:51].[O:44]1[CH2:45][CH2:46][CH2:47][CH2:48]1>>[CH3:1][O:2][c:3]1[cH:4][c:5]2[c:18]([cH:19][cH:20]1)[CH:17]1[CH:8]([CH2:7][CH2:6]2)[CH:9]2[CH2:10][CH2:11][C:12](=[S:31])[C:13]2([CH3:14])[CH2:15][CH2:16]1. Reactants: BrC=1C=CC2=C(C=C(CCN2CC=2SC=CC2)C(=O)OC)C1 (methyl 7-bromo-1-(2-thienylmethyl)-2,3-dihydro-1-benzazepine-4-carboxylate), Cl (hydrochloric acid), [OH-].[Na+] (sodium hydroxide), O (water). Run in O1CCCC1 (tetrahydrofuran), CO (methanol). Conditions: time 8 hour. The product is BrC=1C=CC2=C(C=C(CCN2CC=2SC=CC2)C(=O)O)C1 (7-bromo-1-(2-thienylmethyl)-2,3-dihydro-1-benzazepine-4-carboxylic acid). Isolated yield 73.6%. As a reaction SMILES: [Br:1][C:2]1[CH:3]=[CH:4][C:5]2[N:11]([CH2:12][C:13]3[S:14][CH:15]=[CH:16][CH:17]=3)[CH2:10][CH2:9][C:8]([C:18]([O:20]C)=[O:19])=[CH:7][C:6]=2[CH:22]=1.[OH-].[Na+].O.Cl>O1CCCC1.CO>[Br:1][C:2]1[CH:3]=[CH:4][C:5]2[N:11]([CH2:12][C:13]3[S:14][CH:15]=[CH:16][CH:17]=3)[CH2:10][CH2:9][C:8]([C:18]([OH:20])=[O:19])=[CH:7][C:6]=2[CH:22]=1 |f:1.2|. Reported procedure: To a solution of methyl 7-bromo-1-(2-thienylmethyl)-2,3-dihydro-1-benzazepine-4-carboxylate (810 mg) in a mixture of tetrahydrofuran (60 ml) and methanol (60 ml) was added 1N sodium hydroxide solution (21 ml), and the mixture was stirred at room temperature overnight. Then, to the mixture was added water at 0° C., and 1N hydrochloric acid was further added to make acidic (pH=4), and the mixture was extracted with ethyl acetate. The organic layer was washed with water and saturated brine and drie... Reactants: COC(=O)C(Cc1ccccc1)Oc1ccc2cc(CN(C)C(=O)c3oc4ccccc4c3CCc3ccccc3)ccc2c1Br, CO, Cl, [Na+], [OH-], O. Yields the product CN(Cc1ccc2c(Br)c(OC(Cc3ccccc3)C(=O)O)ccc2c1)C(=O)c1oc2ccccc2c1CCc1ccccc1. RXN SMILES: [CH3:3][O:4][C:5]([CH:6]([CH2:7][c:8]1[cH:9][cH:10][cH:11][cH:12][cH:13]1)[O:14][c:15]1[c:16]([Br:47])[c:17]2[cH:18][cH:19][c:20]([CH2:25][N:26]([C:27](=[O:28])[c:29]3[o:30][c:31]4[c:32]([c:33]3[CH2:34][CH2:35][c:36]3[cH:37][cH:38][cH:39][cH:40][cH:41]3)[cH:42][cH:43][cH:44][cH:45]4)[CH3:46])[cH:21][c:22]2[cH:23][cH:24]1)=[O:48].[CH3:51][OH:52].[ClH:50].[Na+:2].[OH-:1].[OH2:49]>>[O:4]=[C:5]([CH:6]([CH2:7][c:8]1[cH:9][cH:10][cH:11][cH:12][cH:13]1)[O:14][c:15]1[c:16]([Br:47])[c:17]2[cH:18][cH:19][c:20]([CH2:25][N:26]([C:27](=[O:28])[c:29]3[o:30][c:31]4[c:32]([c:33]3[CH2:34][CH2:35][c:36]3[cH:37][cH:38][cH:39][cH:40][cH:41]3)[cH:42][cH:43][cH:44][cH:45]4)[CH3:46])[cH:21][c:22]2[cH:23][cH:24]1)[OH:48].